This data is from the Open Reaction Database (ORD), a public repository of structured organic reaction records. The task is: describe an organic reaction: reactants, conditions, products, and yield The reactants are CC(C)CC(NC(=O)OC(C)(C)C)C(O)c1cccc(F)c1, Cl, C1COCCO1. The product is Cl, CC(C)CC(N)C(O)c1cccc(F)c1. RXN SMILES: [C:1]([O:2][C:3](=[O:4])[NH:7][CH:8]([CH2:9][CH:10]([CH3:11])[CH3:12])[CH:13]([OH:14])[c:15]1[cH:16][c:17]([F:21])[cH:18][cH:19][cH:20]1)([CH3:5])([CH3:6])[CH3:22].[ClH:23].[O:24]1[CH2:25][CH2:26][O:27][CH2:28][CH2:29]1>>[ClH:23].[NH2:7][CH:8]([CH2:9][CH:10]([CH3:11])[CH3:12])[CH:13]([OH:14])[c:15]1[cH:16][c:17]([F:21])[cH:18][cH:19][cH:20]1. Starting materials: Cl (Hydrochloride), Cl (hydrochloride), N[C@@H]1CN(CC1)S(=O)(=O)C=1C=2C(=CN=CC2C=CC1)Br ((S)-3-amino-1-(4-bromo-5-isoquinolinesulfonyl)pyrrolidine), compound, O1CC(CC1)=O (tetrahydrofuran-3-one), C(C1=CC=CO1)=O (furfural). The product is O1CC(CC1)N[C@@H]1CN(CC1)S(=O)(=O)C=1C=2C(=CN=CC2C=CC1)Cl ((3S)-3-(3-Tetrahydrofuranyl)amino-1-(4-chloro-5-isoquinolinesulfonyl)pyrrolidine). As a reaction SMILES: [ClH:1].[O:2]1[CH2:6][CH2:5][C:4](=O)[CH2:3]1.[NH2:8][C@H:9]1[CH2:13][CH2:12][N:11]([S:14]([C:17]2[C:18]3[C:19](Br)=[CH:20][N:21]=[CH:22][C:23]=3[CH:24]=[CH:25][CH:26]=2)(=[O:16])=[O:15])[CH2:10]1.C(=O)C1OC=CC=1>>[O:2]1[CH2:6][CH2:5][CH:4]([NH:8][C@H:9]2[CH2:13][CH2:12][N:11]([S:14]([C:17]3[C:18]4[C:19]([Cl:1])=[CH:20][N:21]=[CH:22][C:23]=4[CH:24]=[CH:25][CH:26]=3)(=[O:16])=[O:15])[CH2:10]2)[CH2:3]1. Procedure: Hydrochloride of the compound obtained in Example 19-1 and tetrahydrofuran-3-one were used in the method of Example 4-1 instead of hydrochloride of (S)-3-amino-1-(4-bromo-5-isoquinolinesulfonyl)pyrrolidine and furfural, respectively, to obtain the title compound. Reactants: BrC=1C=C(C(N(C1)C)=O)NC1=CC=C(C=N1)C1=CCN(CC1)C(=O)OC(C)(C)C (tert-Butyl 4-(6-(5-Bromo-1-methyl-2-oxo-1,2-dihydropyridin-3-ylamino)pyridin-3-yl)-5,6-dihydropyridine-1(2H)-carboxylate). The solvent is Cl.O1CCOCC1 (HCl dioxane). Run at time 4 hour. Product: BrC=1C=C(C(N(C1)C)=O)NC1=NC=C(C=C1)C=1CCNCC1 (5-Bromo-1-methyl-3-(5-(1,2,3,6-tetrahydropyridin-4-yl)pyridin-2-ylamino)pyridin-2(1H)-one). The yield is 78.2%. RXN SMILES: [Br:1][C:2]1[CH:3]=[C:4]([NH:10][C:11]2[N:16]=[CH:15][C:14]([C:17]3[CH2:22][CH2:21][N:20](C(OC(C)(C)C)=O)[CH2:19][CH:18]=3)=[CH:13][CH:12]=2)[C:5](=[O:9])[N:6]([CH3:8])[CH:7]=1>Cl.O1CCOCC1>[Br:1][C:2]1[CH:3]=[C:4]([NH:10][C:11]2[CH:12]=[CH:13][C:14]([C:17]3[CH2:22][CH2:21][NH:20][CH2:19][CH:18]=3)=[CH:15][N:16]=2)[C:5](=[O:9])[N:6]([CH3:8])[CH:7]=1 |f:1.2|. Reported procedure: A mixture of 200c (1.0 g, 2.3 mmol) and 4 M HCl/dioxane (10 mL) was stirred at room temperature for 4 h. The mixture was concentrated under reduced pressure. The residue was basified with aqueous sodium hydroxide and extracted with dichloromethane. The combined organic layer was washed with water and brine, dried over Na2SO4, and concentrated under reduced pressure to afford 200d (650 mg, 84%) as a yellow solid. MS-ESI: [M+H]+ 363.0 Starting materials: NC1=C(C#N)C=CC=C1 (2-aminobenzonitrile), O=C(CC(=O)OCC)C1=CC=CC=C1 (ethyl 3-oxo-3-phenylpropanoate). The product is NC1=C(C(=NC2=CC=CC=C12)C1=CC=CC=C1)C(=O)OCC (ethyl 4-amino-2-phenylquinoline-3-carboxylate). Reaction SMILES: [NH2:1][C:2]1[CH:9]=[CH:8][CH:7]=[CH:6][C:3]=1[C:4]#[N:5].O=[C:11]([C:18]1[CH:23]=[CH:22][CH:21]=[CH:20][CH:19]=1)[CH2:12][C:13]([O:15][CH2:16][CH3:17])=[O:14]>>[NH2:5][C:4]1[C:3]2[C:2](=[CH:9][CH:8]=[CH:7][CH:6]=2)[N:1]=[C:11]([C:18]2[CH:23]=[CH:22][CH:21]=[CH:20][CH:19]=2)[C:12]=1[C:13]([O:15][CH2:16][CH3:17])=[O:14]. Procedure details: Prepared as in Example 2a from 2-aminobenzonitrile and ethyl 3-oxo-3-phenylpropanoate as a yellow solid (45%). 1H NMR (400 MHz, DMSO-d6) δ 0.72 (t, J=8.0 Hz, 3H), 3.92 (q, J=8.0 Hz, 2H), 7.44 (m, 5H), 7.50 (m, 1H), 7.61 (bs, 2H), 7.73 (m, 1H), 7.83 (d, J=8.0 Hz, 1H), 8.37 (d, J=8.0 Hz, 1H). MS 293 (MH+). The reactants are [N+](=O)([O-])C1=CC=C(C=C1)Cl (paranitrochlorobenzene), C(=O)NC1=CC=CC=C1 (formanilide). Yields the product C1=CC=C(C=C1)NC2=CC=C(C=C2)[N+](=O)[O-] (4-nitrodiphenylamine). RXN SMILES: [N+:1]([C:4]1[CH:9]=[CH:8][C:7](Cl)=[CH:6][CH:5]=1)([O-:3])=[O:2].C([NH:13][C:14]1[CH:19]=[CH:18][CH:17]=[CH:16][CH:15]=1)=O>>[CH:17]1[CH:18]=[CH:19][C:14]([NH:13][C:7]2[CH:8]=[CH:9][C:4]([N+:1]([O-:3])=[O:2])=[CH:5][CH:6]=2)=[CH:15][CH:16]=1. Procedure: combining in a reaction zone paranitrochlorobenzene and a molar excess of formanilide at condensation temperature for forming 4-nitrodiphenylamine and Reactants: NC(CC1=CC=CC=C1)C(=O)O (DL-phenylalanine), C(=O)(OCC1=CC=CC=C1)NCC(=O)O (N-carbobenzoxyglycine), CN1CCOCC1 (N-methylmorpholine), ClC(=O)OCC(C)C (isobutyl chloroformate). Run in N-sodium hydroxide, C1(=CC=CC=C1)C (toluene). Reaction conditions: time 1 hour. Product: C(=O)(OCC1=CC=CC=C1)NCC(=O)NC(CC1=CC=CC=C1)C(=O)O (N-carbobenzoxyglycyl-DL-phenylalanine). The yield is 70.2%. Reaction SMILES: [C:1]([NH:11][CH2:12][C:13]([OH:15])=O)([O:3][CH2:4][C:5]1[CH:10]=[CH:9][CH:8]=[CH:7][CH:6]=1)=[O:2].CN1CCOCC1.ClC(OCC(C)C)=O.[NH2:31][CH:32]([C:40]([OH:42])=[O:41])[CH2:33][C:34]1[CH:39]=[CH:38][CH:37]=[CH:36][CH:35]=1>C1(C)C=CC=CC=1>[C:1]([NH:11][CH2:12][C:13]([NH:31][CH:32]([C:40]([OH:42])=[O:41])[CH2:33][C:34]1[CH:39]=[CH:38][CH:37]=[CH:36][CH:35]=1)=[O:15])([O:3][CH2:4][C:5]1[CH:6]=[CH:7][CH:8]=[CH:9][CH:10]=1)=[O:2]. Procedure details: A solution of 4.2 g (0.02 mole) of N-carbobenzoxyglycine and 2.2 g (0.022 mole) of N-methylmorpholine in 50 ml of dry toluene was cooled to -5° and 2.8 g (0.02 mole) of isobutyl chloroformate was added thereto. After 1 hour, a solution of 3.3 g (0.02 mole) of DL-phenylalanine in 20 ml of N-sodium hydroxide was added and the mixture was stirred vigorously overnight. The aqueous phase was isolated, extracted with ether and acidified with 4 N Hydrochloric acid to precipitate the product as a colorl... Starting materials: BrC=1N=C(SC1)C(=O)N1C[C@@H](O[C@@H](C1)C)C ((cis) (4-bromothiazol-2-yl) (2,6-dimethylmorpholino)methanone), BrC=1N=C(SC1)C(=O)N1C[C@@H](O[C@@H](C1)C)C ((cis) (4-bromothiazol-2-yl) (2,6-dimethylmorpholino)methanone), ClC1=C2CCNC2=CC=C1 (4-chloroindoline), C1(=CC=CC=C1)C (toluene), CC(C)([O-])C.[Na+] (Sodium tert-butoxide). The reagents and catalysts are C=1C=CC(=CC1)/C=C/C(=O)/C=C/C2=CC=CC=C2.C=1C=CC(=CC1)/C=C/C(=O)/C=C/C2=CC=CC=C2.C=1C=CC(=CC1)/C=C/C(=O)/C=C/C2=CC=CC=C2.[Pd].[Pd] (tris(dibenzylideneacetone)dipalladium(0)). Run in C(C)(=O)OCC (ethyl acetate). Run at temperature 100 celsius. Yields the product ClC1=C2CCN(C2=CC=C1)C=1N=C(SC1)C(=O)N1C[C@@H](O[C@@H](C1)C)C ((cis) (4-(4-chloroindolin-1-yl)thiazol-2-yl) (2,6-dimethylmorpholino) methanone). Isolated yield 60.5%. Reaction SMILES: Br[C:2]1[N:3]=[C:4]([C:7]([N:9]2[CH2:14][C@@H:13]([CH3:15])[O:12][C@@H:11]([CH3:16])[CH2:10]2)=[O:8])[S:5][CH:6]=1.[Cl:17][C:18]1[CH:26]=[CH:25][CH:24]=[C:23]2[C:19]=1[CH2:20][CH2:21][NH:22]2.C1(C)C=CC=CC=1.CC(C)([O-])C.[Na+]>C(OCC)(=O)C.C1C=CC(/C=C/C(/C=C/C2C=CC=CC=2)=O)=CC=1.C1C=CC(/C=C/C(/C=C/C2C=CC=CC=2)=O)=CC=1.C1C=CC(/C=C/C(/C=C/C2C=CC=CC=2)=O)=CC=1.[Pd].[Pd]>[Cl:17][C:18]1[CH:26]=[CH:25][CH:24]=[C:23]2[C:19]=1[CH2:20][CH2:21][N:22]2[C:2]1[N:3]=[C:4]([C:7]([N:9]2[CH2:14][C@@H:13]([CH3:15])[O:12][C@@H:11]([CH3:16])[CH2:10]2)=[O:8])[S:5][CH:6]=1 |f:3.4,6.7.8.9.10|. Procedure: (cis) (4-bromothiazol-2-yl) (2,6-dimethylmorpholino)methanone (step-1 of compound 45, 1.0 g, 3.28 mmol) and 4-chloroindoline (0.55 g, 3.60 mmol) were added to seal tube containing toluene (25 ml). Sodium tert-butoxide (0.47 g. 4.91 mmol) was added, the nitrogen gas was bubbled through reaction mixture for 15 minutes and tris(dibenzylideneacetone)dipalladium(0) (0.15 g, 0.16 mmol) was added under nitrogen and the tube was sealed. The reaction mixture was heated at 100° C. for 18 hr under stirring...